From a dataset of the Open Reaction Database (ORD), a public repository of structured organic reaction records. describe an organic reaction: reactants, conditions, products, and yield The reactants are BrC1=CC2=C(NC(=N2)COC2=CC=C(C=C2)C(F)(F)F)C=C1 (5-bromo-2-(4-trifluoromethyl-phenoxymethyl)-1H-benzoimidazole), C(C)(=O)C1=C(C=CC=C1)B(O)O (2-acetylphenylboronic acid), C([O-])([O-])=O.[Na+].[Na+] (sodium carbonate), 1,1′-[bis(di-tert-butylphosphino)ferrocene] palladium dichloride. Solvent: COCCOC (DME), O (H2O). Conditions: temperature 90 celsius. Product: FC(C1=CC=C(OCC2=NC3=C(N2)C=CC(=C3)C3=C(C=CC=C3)C(C)=O)C=C1)(F)F (1-{2-[2-(4-trifluoromethyl-phenoxymethyl)-1H-benzoimidazol-5-yl]-phenyl}-ethanone). The yield is 87.2%. As a reaction SMILES: Br[C:2]1[CH:22]=[CH:21][C:5]2[NH:6][C:7]([CH2:9][O:10][C:11]3[CH:16]=[CH:15][C:14]([C:17]([F:20])([F:19])[F:18])=[CH:13][CH:12]=3)=[N:8][C:4]=2[CH:3]=1.[C:23]([C:26]1[CH:31]=[CH:30][CH:29]=[CH:28][C:27]=1B(O)O)(=[O:25])[CH3:24].C(=O)([O-])[O-].[Na+].[Na+]>COCCOC.O>[F:18][C:17]([F:20])([F:19])[C:14]1[CH:15]=[CH:16][C:11]([O:10][CH2:9][C:7]2[NH:6][C:5]3[CH:21]=[CH:22][C:2]([C:27]4[CH:28]=[CH:29][CH:30]=[CH:31][C:26]=4[C:23](=[O:25])[CH3:24])=[CH:3][C:4]=3[N:8]=2)=[CH:12][CH:13]=1 |f:2.3.4|. Procedure details: A mixture of 5-bromo-2-(4-trifluoromethyl-phenoxymethyl)-1H-benzoimidazole (0.450 g, 1.21 mmol), 2-acetylphenylboronic acid (0.298 g, 1.82 mmol), sodium carbonate (0.771 g, 7.26 mmol), and 1,1′-[bis(di-tert-butylphosphino)ferrocene]-palladium dichloride (0.079 g, 0.121 mmol) in DME (10 mL) and H2O (2.5 mL) was heated at 90° C. for 12 hours. The reaction mixture was concentrated under reduced pressure, and the residue was purified by chromatography (silica, hexanes: EtOAc, 1:1) to afford the prod... Starting materials: BrC(C)Br (dibromoethane), C(C)(=O)NC1=C(C=CC(=C1)[N+](=O)[O-])O (2-acetamido-4-nitrophenol), ( 1 ), C([O-])([O-])=O.[K+].[K+] (potassium carbonate). Solvent: CN(C=O)C (dimethylformamide). Conditions: temperature 70 celsius, time 20 minute. The product is C(C)(=O)NC1=C(OCCBr)C=CC(=C1)[N+](=O)[O-] (1-(2-acetamido-4-nitrophenoxy)-2-bromoethane). Yield: 55.2%. RXN SMILES: [C:1]([NH:4][C:5]1[CH:10]=[C:9]([N+:11]([O-:13])=[O:12])[CH:8]=[CH:7][C:6]=1[OH:14])(=[O:3])[CH3:2].C(=O)([O-])[O-].[K+].[K+].[Br:21][CH:22](Br)[CH3:23]>CN(C)C=O>[C:1]([NH:4][C:5]1[CH:10]=[C:9]([N+:11]([O-:13])=[O:12])[CH:8]=[CH:7][C:6]=1[O:14][CH2:23][CH2:22][Br:21])(=[O:3])[CH3:2] |f:1.2.3|. Reported procedure: A portion (9.6 g, 0.049 mol) of the 2-acetamido-4-nitrophenol produced in (1) above and potassium carbonate (33.86 g, 0.245 mol) were dissolved in dimethylformamide (100 ml), followed by heating at 70° C., addition of dibromoethane (21 ml, 0.245 mol) and stirring for 20 min. Thereafter, the reaction solution was filtered to remove the insoluble matter and the solvent was evaporated, with the residue being thereafter diluted with sodium bicarbonate and subjected to two extractions with ethyl acet... Reactants: ClCCl, CC(C)N=C=O, FC(F)(F)c1cccc(OC2CNC2)c1. The product is CC(C)NC(=O)N1CC(Oc2cccc(C(F)(F)F)c2)C1. As a reaction SMILES: [CH2:22]([Cl:23])[Cl:24].[CH:16]([CH3:17])([CH3:18])[N:19]=[C:20]=[O:21].[F:1][C:2]([c:3]1[cH:4][c:5]([O:6][CH:7]2[CH2:8][NH:9][CH2:10]2)[cH:11][cH:12][cH:13]1)([F:14])[F:15]>>[F:1][C:2]([c:3]1[cH:4][c:5]([O:6][CH:7]2[CH2:8][N:9]([C:20]([NH:19][CH:16]([CH3:17])[CH3:18])=[O:21])[CH2:10]2)[cH:11][cH:12][cH:13]1)([F:14])[F:15]. Starting materials: ClCCN(S(=O)(=O)C1=CC(=C(C=C1)Cl)Cl)C(C)C (N-β-chloroethyl-N-(1-methylethyl)-3,4-dichlorobenzenesulfonamide), CNCCC1=CC(OC)=C(OC)C=C1 (N-methylhomoveratrylamine). Run in C=1(C(=CC=CC1)C)C (xylene). Yields the product COC=1C=C(C=CC1OC)CCN(CCN(S(=O)(=O)C1=CC(=C(C=C1)Cl)Cl)C(C)C)C (N-[2-[[2-(3,4-Dimethoxyphenyl)ethyl]methylamino]ethyl]-N-(1-methylethyl)-3,4-dichlorobenzenesulfonamide). As a reaction SMILES: Cl[CH2:2][CH2:3][N:4]([CH:16]([CH3:18])[CH3:17])[S:5]([C:8]1[CH:13]=[CH:12][C:11]([Cl:14])=[C:10]([Cl:15])[CH:9]=1)(=[O:7])=[O:6].[CH3:19][NH:20][CH2:21][CH2:22][C:23]1[CH:32]=[CH:31][C:28]([O:29][CH3:30])=[C:25]([O:26][CH3:27])[CH:24]=1>C1(C)C(C)=CC=CC=1>[CH3:27][O:26][C:25]1[CH:24]=[C:23]([CH2:22][CH2:21][N:20]([CH3:19])[CH2:2][CH2:3][N:4]([CH:16]([CH3:18])[CH3:17])[S:5]([C:8]2[CH:13]=[CH:12][C:11]([Cl:14])=[C:10]([Cl:15])[CH:9]=2)(=[O:7])=[O:6])[CH:32]=[CH:31][C:28]=1[O:29][CH3:30]. Reported procedure: The title compound was prepared by reaction of N-β-chloroethyl-N-(1-methylethyl)-3,4-dichlorobenzenesulfonamide with N-methylhomoveratrylamine in xylene containing inorganic carbonate acid scavengers by heating for five days. Product: COC=1C(=NC=CC1)N1CCN(CCC1)CC=1N=C(SC1)C1=CC=CC=C1 (1-(3-Methoxypyridin-2-yl)-4-(2-phenylthiazol-4-ylmethyl)-[1,4]diazepane). Reported procedure: 4-(Chloromethyl)-2-phenyl-1,3-thiazole (52 mg, 0.25 mmol), 1-(3-methoxy-pyridin-2-yl)-[1,4]diazepane dihydrochloride (70 mg, 0.25 mmol), and Cesium carbonate (325 mg, 1.0 mmol) were suspended in anhydrous DMF (1.25 mL). The mixture was stirred at room temperature for 18 hours. The reaction was diluted with EtOAc and washed with H2O (3×25 mL), then brine (25 mL). The organic layer was dried over MgSO4, filtered, and concentrated. The residue was purified on silica (CH2Cl2:MeOH+1% NH4OH) to afford... Run at time 18 hour. Run in CN(C)C=O (DMF), CCOC(=O)C (EtOAc). Reactants: ClCC=1N=C(SC1)C1=CC=CC=C1 (4-(Chloromethyl)-2-phenyl-1,3-thiazole), Cl.Cl.COC=1C(=NC=CC1)N1CCNCCC1 (1-(3-methoxy-pyridin-2-yl)-[1,4]diazepane dihydrochloride), C([O-])([O-])=O.[Cs+].[Cs+] (Cesium carbonate). Reaction SMILES: Cl[CH2:2][C:3]1[N:4]=[C:5]([C:8]2[CH:13]=[CH:12][CH:11]=[CH:10][CH:9]=2)[S:6][CH:7]=1.Cl.Cl.[CH3:16][O:17][C:18]1[C:19]([N:24]2[CH2:30][CH2:29][CH2:28][NH:27][CH2:26][CH2:25]2)=[N:20][CH:21]=[CH:22][CH:23]=1.C(=O)([O-])[O-].[Cs+].[Cs+]>CN(C=O)C.CCOC(C)=O>[CH3:16][O:17][C:18]1[C:19]([N:24]2[CH2:30][CH2:29][CH2:28][N:27]([CH2:2][C:3]3[N:4]=[C:5]([C:8]4[CH:13]=[CH:12][CH:11]=[CH:10][CH:9]=4)[S:6][CH:7]=3)[CH2:26][CH2:25]2)=[N:20][CH:21]=[CH:22][CH:23]=1 |f:1.2.3,4.5.6|. Starting materials: Example 6 ( 1 ), Cl.CC1=C(C=NN1C1=NC=CC=N1)C(CCN1CC2=CC=CC=C2CC1)=O (1-[5-Methyl-1-(2-pyrimidinyl)-4-pyrazolyl]-3-(1,2,3,4-tetrahydroisoquinolin-2-yl)-1-propanone hydrochloride), Cl.C1NCCC2=CC=CC=C12 (1,2,3,4-tetrahydroisoquinoline hydrochloride), Cl.CC1=C(C=CC=C1)N1CCNCC1 (1-(2-methylphenyl)piperazine hydrochloride), Cl.CC1=C(C=NN1C1=NC=CC=N1)\C=C\CN1CC2=CC=CC=C2CC1 (1-[5-Methyl-1-(2-pyrimidinyl)-4-pyrazolyl]-3-(1,2,3,4-tetrahydroisoquinolin-2-yl)-1-trans-propene hydrochloride), N1=C(N=CC=C1)N1N=CC(=C1C)C(C)=O (1-(2-pyrimidinyl)-4-acetyl-5-methylpyrazole), CC1=NC(=NC(=C1)OC)N1N=CC(=C1C)C(C)=O (1-(4-methyl-6-methoxy-2-pyrimidinyl)-4-acetyl-5-methylpyrazole). Yields the product Cl.CC1=C(C=NN1C1=NC(=CC(=N1)C)OC)\C=C\CN1CCN(CC1)C1=C(C=CC=C1)C (1-[5-Methyl-1-(4-methyl-6-methoxy-2-pyrimidinyl)-4-pyrazolyl]-3-[4-(2-methylphenyl)-1-piperazinyl]-1-trans-propene hydrochloride). Reaction SMILES: [ClH:1].CC1N(C2N=CC=CN=2)N=CC=1C(=O)CCN1CCC2C(=CC=CC=2)C1.Cl.CC1N(C2N=CC=CN=2)N=CC=1/C=C/CN1CCC2C(=CC=CC=2)C1.N1C=CC=NC=1N1C(C)=C(C(=O)C)C=N1.Cl.[CH2:70]1[C:79]2[C:74](=[CH:75][CH:76]=[CH:77][CH:78]=2)CCN1.[CH3:80][C:81]1[CH:86]=[C:85]([O:87][CH3:88])[N:84]=[C:83]([N:89]2[C:93]([CH3:94])=[C:92]([C:95](=O)[CH3:96])[CH:91]=[N:90]2)[N:82]=1.Cl.CC1C=CC=C[C:101]=1[N:106]1[CH2:111][CH2:110][NH:109][CH2:108][CH2:107]1>>[ClH:1].[CH3:94][C:93]1[N:89]([C:83]2[N:82]=[C:81]([CH3:80])[CH:86]=[C:85]([O:87][CH3:88])[N:84]=2)[N:90]=[CH:91][C:92]=1/[CH:95]=[CH:96]/[CH2:101][N:106]1[CH2:111][CH2:110][N:109]([C:74]2[CH:75]=[CH:76][CH:77]=[CH:78][C:79]=2[CH3:70])[CH2:108][CH2:107]1 |f:0.1,2.3,5.6,8.9,10.11|. Reported procedure: The procedures of Example 6 (1) and (2) were repeated but substituting the 1-(2-pyrimidinyl)-4-acetyl-5-methylpyrazole and 1,2,3,4-tetrahydroisoquinoline hydrochloride employed in Example 6 (1) respectively by 1-(4-methyl-6-methoxy-2-pyrimidinyl)-4-acetyl-5-methylpyrazole and 1-(2-methylphenyl)piperazine hydrochloride. After the completion of the post treatment, the title compound was obtained.